Dataset: the Open Reaction Database (ORD), a public repository of structured organic reaction records. Task: describe an organic reaction: reactants, conditions, products, and yield Reactants: FC(C(=O)O)(F)F (Trifluoroacetic acid), BrC1=CC=C(SC2CCN(CC2)C(=O)OC(C)(C)C)C=C1 (4-(4-bromothiophenoxy)-1-t-butoxycarbonylpiperidine). Solvent: ClCCl (dichloromethane). Reaction conditions: temperature 5 celsius, time 1 hour. The product is BrC1=CC=C(SC2CCNCC2)C=C1 (4-(4-bromothiophenoxy)piperidine). Isolated yield 100.0%. As a reaction SMILES: FC(F)(F)C(O)=O.[Br:8][C:9]1[CH:28]=[CH:27][C:12]([S:13][CH:14]2[CH2:19][CH2:18][N:17](C(OC(C)(C)C)=O)[CH2:16][CH2:15]2)=[CH:11][CH:10]=1>ClCCl>[Br:8][C:9]1[CH:28]=[CH:27][C:12]([S:13][CH:14]2[CH2:15][CH2:16][NH:17][CH2:18][CH2:19]2)=[CH:11][CH:10]=1. Procedure details: Trifluoroacetic acid (7.5 ml) was added in portions to a stirred, ice-cooled solution of 4-(4-bromothiophenoxy)-1-t-butoxycarbonylpiperidine (2.6 g) in dry dichloromethane (5 ml) under an atmosphere of argon so that the temperature of the mixture was maintained between 5 and 10° C. The solution was stirred at 5° C. for 1 hour, then at ambient temperature for 2 hours. The solution was evaporated. The residual oil was treated with a saturated aqueous solution of sodium carbonate and extracted with... Starting materials: [Br-], CCOC(=O)CBr, CCCC[N+](CCCC)(CCCC)CCCC, CC#N, [Na+], [Na+], O=C([O-])[O-], CCCCC1(CC)CN(c2ccccc2)c2cc(OC)c(O)cc2S(=O)(=O)C1. Yields the product CCCCC1(CC)CN(c2ccccc2)c2cc(OC)c(OCC(=O)OCC)cc2S(=O)(=O)C1. RXN SMILES: [Br-:42].[Br:29][CH2:30][C:31](=[O:32])[O:33][CH2:34][CH3:35].[CH3:43][CH2:44][CH2:45][CH2:46][N+:47]([CH2:48][CH2:49][CH2:50][CH3:51])([CH2:52][CH2:53][CH2:54][CH3:55])[CH2:56][CH2:57][CH2:58][CH3:59].[CH3:60][C:61]#[N:62].[Na+:36].[Na+:37].[O-:38][C:39](=[O:40])[O-:41].[O:1]=[S:2]1(=[O:28])[CH2:3][C:4]([CH2:22][CH3:23])([CH2:24][CH2:25][CH2:26][CH3:27])[CH2:5][N:6]([c:16]2[cH:17][cH:18][cH:19][cH:20][cH:21]2)[c:7]2[c:8]1[cH:9][c:10]([OH:15])[c:11]([O:13][CH3:14])[cH:12]2>>[O:1]=[S:2]1(=[O:28])[CH2:3][C:4]([CH2:22][CH3:23])([CH2:24][CH2:25][CH2:26][CH3:27])[CH2:5][N:6]([c:16]2[cH:17][cH:18][cH:19][cH:20][cH:21]2)[c:7]2[c:8]1[cH:9][c:10]([O:15][CH2:30][C:31](=[O:32])[O:33][CH2:34][CH3:35])[c:11]([O:13][CH3:14])[cH:12]2. Reactants: ClCCl, CC(C)(C)OC(=O)N1CCC(C2Cc3ccccc3NC2=O)CC1, O=C(O)C(F)(F)F. Product: O=C1Nc2ccccc2CC1C1CCNCC1. As a reaction SMILES: [Cl:32][CH2:33][Cl:34].[O:8]=[C:9]1[NH:10][c:11]2[cH:12][cH:13][cH:14][cH:15][c:16]2[CH2:17][CH:18]1[CH:19]1[CH2:20][CH2:21][N:22]([C:25]([O:26][C:27]([CH3:28])([CH3:29])[CH3:30])=[O:31])[CH2:23][CH2:24]1.[OH:1][C:2]([C:3]([F:4])([F:5])[F:6])=[O:7]>>[O:8]=[C:9]1[NH:10][c:11]2[cH:12][cH:13][cH:14][cH:15][c:16]2[CH2:17][CH:18]1[CH:19]1[CH2:20][CH2:21][NH:22][CH2:23][CH2:24]1. Starting materials: NCC1CC(N(C1)CC1=CC=CC=C1)=O (4-aminomethyl-1-benzylpyrrolidin-2-one), ClC1=CC=C(C=C1)N=C=O (p-chlorophenylisocyanate). Run in O1CCOCC1 (dioxane). Yields the product ClC1=CC=C(C=C1)NC(=O)NCC1CC(N(C1)CC1=CC=CC=C1)=O (4-(p-Chlorophenylamino-carbonylaminomethyl)-1-benzylpyrrolidin-2-one). Isolated yield 74.9%. RXN SMILES: [NH2:1][CH2:2][CH:3]1[CH2:7][N:6]([CH2:8][C:9]2[CH:14]=[CH:13][CH:12]=[CH:11][CH:10]=2)[C:5](=[O:15])[CH2:4]1.[Cl:16][C:17]1[CH:22]=[CH:21][C:20]([N:23]=[C:24]=[O:25])=[CH:19][CH:18]=1>O1CCOCC1>[Cl:16][C:17]1[CH:22]=[CH:21][C:20]([NH:23][C:24]([NH:1][CH2:2][CH:3]2[CH2:7][N:6]([CH2:8][C:9]3[CH:14]=[CH:13][CH:12]=[CH:11][CH:10]=3)[C:5](=[O:15])[CH2:4]2)=[O:25])=[CH:19][CH:18]=1. Procedure: 52 g (0.25 mol) of 4-aminomethyl-1-benzylpyrrolidin-2-one are stirred for 2 hours at ambient temperature in 70 ml of dioxane with 38 g (0.25 mol) of p-chlorophenylisocyanate and the solution is then evaporated in vacuo. The residue crystallizes out of ethyl acetate to yield 67 g of the title compound, m.p. 139°-140° C.